Dataset: the Open Reaction Database (ORD), a public repository of structured organic reaction records. Task: describe an organic reaction: reactants, conditions, products, and yield The reactants are OCc1ccc(Br)cc1, Cc1ccccc1, [H-], [Na+], Cc1ccc(S(=O)(=O)Cl)cc1. The product is Cc1ccc(S(=O)(=O)OCc2ccc(Br)cc2)cc1. Reaction SMILES: [Br:3][c:4]1[cH:5][cH:6][c:7]([CH2:8][OH:9])[cH:10][cH:11]1.[CH3:23][c:24]1[cH:25][cH:26][cH:27][cH:28][cH:29]1.[H-:1].[Na+:2].[c:12]1([CH3:22])[cH:13][cH:14][c:15]([S:18](=[O:19])(=[O:20])[Cl:21])[cH:16][cH:17]1>>[Br:3][c:4]1[cH:5][cH:6][c:7]([CH2:8][O:9][S:18]([c:15]2[cH:14][cH:13][c:12]([CH3:22])[cH:17][cH:16]2)(=[O:19])=[O:20])[cH:10][cH:11]1. Reactants: CCOC(=O)C(C)Br, O=C([O-])[O-], CN(C)C=O, Cn1c(C(F)(F)F)cc(=O)n(-c2cc(Oc3ccc(O)cc3)c(Cl)cc2F)c1=O, [K+], [K+], O. The product is CCOC(=O)C(C)Oc1ccc(Oc2cc(-n3c(=O)cc(C(F)(F)F)n(C)c3=O)c(F)cc2Cl)cc1. Reaction SMILES: [Br:36][CH:37]([C:38](=[O:39])[O:40][CH2:41][CH3:42])[CH3:43].[C:30](=[O:31])([O-:32])[O-:33].[CH3:45][N:46]([CH3:47])[CH:48]=[O:49].[Cl:1][c:2]1[c:3]([O:4][c:5]2[cH:6][cH:7][c:8]([OH:11])[cH:9][cH:10]2)[cH:12][c:13](-[n:17]2[c:18](=[O:29])[n:19]([CH3:28])[c:20]([C:24]([F:25])([F:26])[F:27])[cH:21][c:22]2=[O:23])[c:14]([F:16])[cH:15]1.[K+:34].[K+:35].[OH2:44]>>[Cl:1][c:2]1[c:3]([O:4][c:5]2[cH:6][cH:7][c:8]([O:11][CH:37]([C:38](=[O:39])[O:40][CH2:41][CH3:42])[CH3:43])[cH:9][cH:10]2)[cH:12][c:13](-[n:17]2[c:18](=[O:29])[n:19]([CH3:28])[c:20]([C:24]([F:25])([F:26])[F:27])[cH:21][c:22]2=[O:23])[c:14]([F:16])[cH:15]1.